The task is: describe an organic reaction: reactants, conditions, products, and yield. This data is from the Open Reaction Database (ORD), a public repository of structured organic reaction records. The reactants are OCN1C(=O)C(=O)C2=CC=CC=C12 (N-Hydroxymethylisatin), S(=O)(Cl)Cl (thionyl chloride). Product: ClCN1C(=O)C(=O)C2=CC=CC=C12 (N-Chloromethylisatin). As a reaction SMILES: O[CH2:2][N:3]1[C:13]2[C:8](=[CH:9][CH:10]=[CH:11][CH:12]=2)[C:6](=[O:7])[C:4]1=[O:5].S(Cl)([Cl:16])=O>>[Cl:16][CH2:2][N:3]1[C:13]2[C:8](=[CH:9][CH:10]=[CH:11][CH:12]=2)[C:6](=[O:7])[C:4]1=[O:5]. Procedure: N-Hydroxymethylisatin (10 g, 0.056 mol) was added to thionyl chloride (100 ml) and the mixture was heated under reflux for 2 hours. N-Chloromethylisatin (about 11 g) was obtained by distilling the remaining thionyl chloride under reduced pressure. The melting point was 121° to 123° C.